describe an organic reaction: reactants, conditions, products, and yield From a dataset of the Open Reaction Database (ORD), a public repository of structured organic reaction records. The reactants are C1CCC2=NCCCN2CC1 (DBU), C(C)(C)S(=O)(=O)Cl (isopropylsulfonyl chloride), FC=1C=C(C=CC1F)C1C(CCC1)N (2-(3,4-difluoro-phenyl)-cyclopentylamine). Run in C(Cl)Cl (methylene chloride), C(Cl)Cl (methylene chloride). Run at temperature 0 celsius, time 60 minute. The product is FC=1C=C(C=CC1F)[C@@H]1[C@@H](CCC1)NS(=O)(=O)C(C)C ((+,−) Cis-Propane-2-sulfonic Acid [2-(3,4-difluoro-phenyl)-cyclopentyl]-amide). Reaction SMILES: [F:1][C:2]1[CH:3]=[C:4]([CH:9]2[CH2:13][CH2:12][CH2:11][CH:10]2[NH2:14])[CH:5]=[CH:6][C:7]=1[F:8].C1CCN2C(=NCCC2)CC1.[CH:26]([S:29](Cl)(=[O:31])=[O:30])([CH3:28])[CH3:27]>C(Cl)Cl>[F:1][C:2]1[CH:3]=[C:4]([C@H:9]2[CH2:13][CH2:12][CH2:11][C@H:10]2[NH:14][S:29]([CH:26]([CH3:28])[CH3:27])(=[O:31])=[O:30])[CH:5]=[CH:6][C:7]=1[F:8]. Procedure: A 100 mL round bottom flask equipped with a magnetic stirrer was charged with (+,−) cis-[2-(3,4-difluoro-phenyl)-cyclopentylamine (1.40 g, 7.10 mmol) from preparation 15, methylene chloride (20.0 mL) and the solution cooled to 0° C. DBU (1.27 mL, 8.52 mmol) and isopropylsulfonyl chloride (0.96 mL, 8.52 mmol) were added. The reaction was then stirred at 0° C. for 60.0 minutes and brought to room temperature with stirring overnight. The reaction was diluted with methylene chloride and washed with ...